Dataset: the Open Reaction Database (ORD), a public repository of structured organic reaction records. Task: describe an organic reaction: reactants, conditions, products, and yield Reactants: C1=CC(=CC(=C1)Cl)C(=O)OO (MCPBA), CC1=CC(N(C=2N=C(N=CC21)SC)C=2C=C(C=CC2)NC(C=C)=O)=O (N-(3-(5-methyl-2-(methylthio)-7-oxopyrido[2,3-d]pyrimidin-8(7H)-yl)phenyl)acrylamide), ice, C(=O)([O-])[O-].[K+].[K+] (K2CO3). Solvent: C(Cl)Cl (DCM), C(Cl)Cl (DCM). Conditions: temperature 0 celsius, time 1 hour. Yields the product CC1=CC(N(C=2N=C(N=CC21)S(=O)C)C=2C=C(C=CC2)NC(C=C)=O)=O (N-(3-(5-methyl-2-(methylsulfinyl)-7-oxopyrido[2,3-d]pyrimidin-8(7H)-yl)phenyl)acrylamide). The yield is 20.2%. As a reaction SMILES: [CH3:1][C:2]1[C:11]2[CH:10]=[N:9][C:8]([S:12][CH3:13])=[N:7][C:6]=2[N:5]([C:14]2[CH:15]=[C:16]([NH:20][C:21](=[O:24])[CH:22]=[CH2:23])[CH:17]=[CH:18][CH:19]=2)[C:4](=[O:25])[CH:3]=1.C1C=C(Cl)C=C(C(OO)=[O:34])C=1.C([O-])([O-])=O.[K+].[K+]>C(Cl)Cl>[CH3:1][C:2]1[C:11]2[CH:10]=[N:9][C:8]([S:12]([CH3:13])=[O:34])=[N:7][C:6]=2[N:5]([C:14]2[CH:15]=[C:16]([NH:20][C:21](=[O:24])[CH:22]=[CH2:23])[CH:17]=[CH:18][CH:19]=2)[C:4](=[O:25])[CH:3]=1 |f:2.3.4|. Procedure details: Steps 2 and 3. To a suspension of N-(3-(5-methyl-2-(methylthio)-7-oxopyrido[2,3-d]pyrimidin-8(7H)-yl)phenyl)acrylamide (5a; 5.15 g, 14.63 mmol) in DCM (100 mL) at 0° C. was added MCPBA (77 wt. %, 3.51 g, 15.65 mmol) in one portion. The resulting suspension was stirred at 0° C. for 1 h. The reaction mixture was diluted with DCM (100 mL) and treated with an ice cold solution of 1.0 M K2CO3. The aqueous layer was extracted with DCM (2×100 mL). The organic extracts were dried over Na2SO4, filtered a... The reactants are O1C(=CC=C1)S(=O)CC(=O)O (2-furylsulfinylacetic acid), NC1[C@@H]2N(C(=C(CS2)CSC2=CN=NN2)C(=O)O)C1=O (7-amino-3-(1H-1,2,3-triazol-5-ylthiomethyl)-3-cephem-4-carboxylic acid). Yields the product O1C(=CC=C1)S(=O)CC(=O)NC1[C@@H]2N(C(=C(CS2)CSC2=CN=NN2)C(=O)O)C1=O (7-(2-furylsulfinylacetamido)-3-(1H-1,2,3-triazol-5-ylthiomethyl)-3-cephem-4-carboxylic acid). Reaction SMILES: [O:1]1[CH:5]=[CH:4][CH:3]=[C:2]1[S:6]([CH2:8][C:9]([OH:11])=O)=[O:7].[NH2:12][CH:13]1[C:30](=[O:31])[N:15]2[C:16]([C:27]([OH:29])=[O:28])=[C:17]([CH2:20][S:21][C:22]3[NH:26][N:25]=[N:24][CH:23]=3)[CH2:18][S:19][C@H:14]12>>[O:1]1[CH:5]=[CH:4][CH:3]=[C:2]1[S:6]([CH2:8][C:9]([NH:12][CH:13]1[C:30](=[O:31])[N:15]2[C:16]([C:27]([OH:29])=[O:28])=[C:17]([CH2:20][S:21][C:22]3[NH:26][N:25]=[N:24][CH:23]=3)[CH2:18][S:19][C@H:14]12)=[O:11])=[O:7]. Reported procedure: 348 mg. of 2-furylsulfinylacetic acid of the R form and 7-amino-3-(1H-1,2,3-triazol-5-ylthiomethyl)-3-cephem-4-carboxylic acid were reacted in the same manner as described in Example 28 and 109 mg. of 7-(2-furylsulfinylacetamido)-3-(1H-1,2,3-triazol-5-ylthiomethyl)-3-cephem-4-carboxylic acid of the R form were obtained. Reactants: ClC=1C=CC(=C(C1)C1=CC=CC(=N1)C(=O)O)O (6-(5-chloro-2-hydroxyphenyl)-pyridine-2-carboxylic acid), [N+](=O)(O)[O-] (nitric acid). The solvent is O (water), C(C)(=O)O (acetic acid). The product is ClC=1C=C(C(=C(C1)C1=CC=CC(=N1)C(=O)O)O)[N+](=O)[O-] (6-(5-chloro-2-hydroxy-3-nitrophenyl)-pyridine-2-carboxylic Acid). RXN SMILES: [Cl:1][C:2]1[CH:3]=[CH:4][C:5]([OH:17])=[C:6]([C:8]2[N:13]=[C:12]([C:14]([OH:16])=[O:15])[CH:11]=[CH:10][CH:9]=2)[CH:7]=1.[N+:18]([O-])([OH:20])=[O:19]>C(O)(=O)C.O>[Cl:1][C:2]1[CH:3]=[C:4]([N+:18]([O-:20])=[O:19])[C:5]([OH:17])=[C:6]([C:8]2[N:13]=[C:12]([C:14]([OH:16])=[O:15])[CH:11]=[CH:10][CH:9]=2)[CH:7]=1. Procedure: To the solution of 6-(5-chloro-2-hydroxyphenyl)-pyridine-2-carboxylic acid; (2.3 g, 10.1 mmol) in 100 ml acetic acid; was added 1 ml fuming nitric acid; and stirred at 35° C. to 40° C. for half an hour. The reaction mixture was diluted with water and adjusted pH to 2.5. The resulting precipitation was collected, washed and dried to give solid (2.74 g; 78%, three steps). MS (ES) m/z 295 [M+H]. Run at time 24 hour. The solvent is ClCCl (dichloromethane), ClCCl (dichloromethane). Starting materials: CC(CC(=O)O)CCC=C(C)C (3(RS),7-dimethyl-6-octenoic acid), S(O)(O)(=O)=O (sulphuric acid), CC(C)=C (isobutylene), CC(C)=C (isobutylene). Procedure details: 25 ml of isobutylene were condensed at -78°C. and added to a mixture of 19.4 g (114 mmol) of 3(RS),7-dimethyl-6-octenoic acid and 1 ml of concentrated sulphuric acid in 25 ml of dichloromethane. The mixture was stirred for 24 hours under a dry ice condenser. A further 20 ml of isobutylene were added and the mixture was stirred for 24 hours under a dry ice condenser. The mixture was diluted with dichloromethane, washed with saturated sodium bicarbonate solution, dried over anhydrous magnesiumsulp... As a reaction SMILES: [CH3:1][C:2](=[CH2:4])[CH3:3].[CH3:5][CH:6]([CH2:11][CH2:12][CH:13]=[C:14]([CH3:16])[CH3:15])[CH2:7][C:8]([OH:10])=[O:9].S(=O)(=O)(O)O>ClCCl>[CH3:5][CH:6]([CH2:11][CH2:12][CH:13]=[C:14]([CH3:15])[CH3:16])[CH2:7][C:8]([O:10][C:2]([CH3:4])([CH3:3])[CH3:1])=[O:9]. Product: CC(CC(=O)OC(C)(C)C)CCC=C(C)C (tert-butyl 3(RS),7-dimethyl-6-octenoate). Starting materials: C1=CN(C=N1)C(=O)N2C=CN=C2 (CDI), O=C1N(C(C2=CC=CC=C12)=O)CCC(C(=O)O)C1(C(N(CC1)CCC1=CC=CC=C1)=O)CC(C)C (α-[2-(1,3-dihydro-1,3-dioxo-2H-isoindol-2-yl)ethyl]-3-(2-methylpropyl)-2-oxo-1-(2-phenylethyl)-3-pyrrolidineacetic acid), Cl.C(C1=CC=CC=C1)ON (O-Benzylhydroxylamine hydrochloride), CN1CCOCC1 (4-methylmorpholine). Run in C(Cl)Cl (CH2Cl2). Conditions: time 1 hour. Yields the product C(C1=CC=CC=C1)ONC(C(C1(C(N(CC1)CCC1=CC=CC=C1)=O)CC(C)C)CCN1C(C2=CC=CC=C2C1=O)=O)=O (N-Benzyloxy-α-[2-(1,3-dihydro-1,3-dioxo-2H-isoindol-2-yl)ethyl]-3-(2-methylpropyl)-2-oxo-1-(2-phenylethyl)-3-pyrrolidineacetamide). Isolated yield 48.7%. As a reaction SMILES: C1N=CN(C(N2C=NC=C2)=O)C=1.[O:13]=[C:14]1[C:22]2[C:17](=[CH:18][CH:19]=[CH:20][CH:21]=2)[C:16](=[O:23])[N:15]1[CH2:24][CH2:25][CH:26]([C:30]1([CH2:44][CH:45]([CH3:47])[CH3:46])[CH2:34][CH2:33][N:32]([CH2:35][CH2:36][C:37]2[CH:42]=[CH:41][CH:40]=[CH:39][CH:38]=2)[C:31]1=[O:43])[C:27](O)=[O:28].Cl.[CH2:49]([O:56][NH2:57])[C:50]1[CH:55]=[CH:54][CH:53]=[CH:52][CH:51]=1.CN1CCOCC1>C(Cl)Cl>[CH2:49]([O:56][NH:57][C:27](=[O:28])[CH:26]([CH2:25][CH2:24][N:15]1[C:14](=[O:13])[C:22]2[C:17](=[CH:18][CH:19]=[CH:20][CH:21]=2)[C:16]1=[O:23])[C:30]1([CH2:44][CH:45]([CH3:46])[CH3:47])[CH2:34][CH2:33][N:32]([CH2:35][CH2:36][C:37]2[CH:38]=[CH:39][CH:40]=[CH:41][CH:42]=2)[C:31]1=[O:43])[C:50]1[CH:55]=[CH:54][CH:53]=[CH:52][CH:51]=1 |f:2.3|. Procedure details: CDI (82 mg, 0.51 mmol) is added to a solution of α-[2-(1,3-dihydro-1,3-dioxo-2H-isoindol-2-yl)ethyl]-3-(2-methylpropyl)-2-oxo-1-(2-phenylethyl)-3-pyrrolidineacetic acid (202 mg, 0.424 mmol) and CH2Cl2 (3.2 mL) at room temperature, and the solution is stirred for 1 hour at room temperature. O-Benzylhydroxylamine hydrochloride (98 mg, 0.614 mmol) and 4-methylmorpholine (84 uL, 0.76 mmol) are added in succession, and the solution is allowed to stir overnight at room temperature. Aqueous workup (CH2... Reactants: FC(F)(F)Oc1ccc(Br)cc1, CC(=O)[O-], CC(=O)[O-], CC(C)(C)[O-], CCOC(C)=O, Cc1ccccc1, [Na+], C1CC2(CCN1)OCCO2, [Pd+2]. The product is FC(F)(F)Oc1ccc(N2CCC3(CC2)OCCO3)cc1. RXN SMILES: [Br:1][c:2]1[cH:3][cH:4][c:5]([O:8][C:9]([F:10])([F:11])[F:12])[cH:6][cH:7]1.[C:42]([O-:43])(=[O:44])[CH3:45].[C:47]([O-:48])(=[O:49])[CH3:50].[CH3:23][C:24]([CH3:25])([O-:26])[CH3:27].[CH3:29][CH2:30][O:31][C:32](=[O:33])[CH3:34].[CH3:35][c:36]1[cH:37][cH:38][cH:39][cH:40][cH:41]1.[Na+:28].[O:13]1[CH2:14][CH2:15][O:16][C:17]12[CH2:18][CH2:19][NH:20][CH2:21][CH2:22]2.[Pd+2:46]>>[c:2]1([N:20]2[CH2:19][CH2:18][C:17]3([O:13][CH2:14][CH2:15][O:16]3)[CH2:22][CH2:21]2)[cH:3][cH:4][c:5]([O:8][C:9]([F:10])([F:11])[F:12])[cH:6][cH:7]1. Reactants: O=C([O-])O, [BH3-]C#N, Cl, Cl, [H-], [Na+], [Na+], NC1C(O)OC(CO)C(O)C1O. Yields the product NC(C=O)C(O)C(O)C(O)CO. Reaction SMILES: [C:14](=[O:15])([OH:16])[O-:17].[C:20]([BH3-:21])#[N:22].[ClH:19].[ClH:1].[H-:24].[Na+:18].[Na+:23].[OH:2][CH:3]1[CH:4]([NH2:5])[CH:6]([OH:7])[CH:8]([OH:9])[CH:10]([CH2:12][OH:13])[O:11]1>>[O:2]=[CH:3][CH:4]([NH2:5])[CH:6]([OH:7])[CH:8]([OH:9])[CH:10]([OH:11])[CH2:12][OH:13].